This data is from the Open Reaction Database (ORD), a public repository of structured organic reaction records. The task is: describe an organic reaction: reactants, conditions, products, and yield The reactants are C(C)(C)NC(C)C (diisopropylamine), [Li]CCCC (n-BuLi), C(C1=CC=CC=C1)OC1=C(C(=C(C=C1)F)F)F (1-benzyloxy-2,3,4-trifluorobenzene), C(=O)=O (dry ice). Run in C1CCOC1 (THF), C1CCOC1 (THF). Reaction conditions: temperature -78 celsius, time 1 hour. Yields the product C(C1=CC=CC=C1)OC=1C(=C(C(=C(C(=O)O)C1)F)F)F (5-benzyloxy-2,3,4-trifluorobenzoic acid). Isolated yield 82.0%. Reaction SMILES: C(NC(C)C)(C)C.[Li]CCCC.[CH2:13]([O:20][C:21]1[CH:26]=[CH:25][C:24]([F:27])=[C:23]([F:28])[C:22]=1[F:29])[C:14]1[CH:19]=[CH:18][CH:17]=[CH:16][CH:15]=1.[C:30](=[O:32])=[O:31]>C1COCC1>[CH2:13]([O:20][C:21]1[C:22]([F:29])=[C:23]([F:28])[C:24]([F:27])=[C:25]([CH:26]=1)[C:30]([OH:32])=[O:31])[C:14]1[CH:15]=[CH:16][CH:17]=[CH:18][CH:19]=1. Procedure details: To a solution of diisopropylamine (10.14 g, 100.20 mmol) in THF (100 mL) was added n-BuLi (40.08 mL, 2.5 M in hexane, 100.20 mmol) at −78° C. under nitrogen atmosphere. The stirring was maintained at this temperature for 1 h. Then a solution of 1-benzyloxy-2,3,4-trifluorobenzene (19.89 g, 83.50 mmol) in THF (120 mL) was added. After stirring for 1 h at −78° C., the mixture was transferred to a bottle with dry ice. The mixture was stirred overnight at room temperature. The reaction was quenched w... The reactants are C1=CC=CC=2C3C4=CC=CC=C4C(C12)(C3)C(=O)N3CCC(CC3)C(=O)OCC (ethyl 1-(9,10-dihydro-9,10-methanoanthracen-9-ylcarbonyl)-4-piperidine carboxylate), [H-].[Al+3].[Li+].[H-].[H-].[H-] (lithium aluminum hydride), [OH-].[Na+] (sodium hydroxide), O (water), [OH-].[Na+] (sodium hydroxide). Run in O1CCCC1 (tetrahydrofuran), O1CCCC1 (tetrahydrofuran). Conditions: temperature 0 celsius, time 30 minute. Yields the product C1=CC=CC=2C3C4=CC=CC=C4C(C12)(C3)CN3CCC(CC3)C(O)C=3C=NC=CC3 (1-[1-(9,10-Dihydro-9,10-methanoanthracen-9-ylmethyl) -4-piperidyl]-1-(3-pyridyl)methanol). Yield: 87.0%. As a reaction SMILES: [CH:1]1[C:14]2[C:13]3([C:16]([N:18]4[CH2:23][CH2:22][CH:21]([C:24](OCC)=O)[CH2:20][CH2:19]4)=O)[CH2:15][CH:6]([C:7]4[C:12]3=CC=CC=4)[C:5]=2[CH:4]=[CH:3][CH:2]=1.[H-].[Al+3].[Li+].[H-].[H-].[H-].[OH-:35].[Na+].O>O1CCCC1>[CH:5]1[C:14]2[C:13]3([CH2:16][N:18]4[CH2:23][CH2:22][CH:21]([CH:24]([C:20]5[CH:19]=[N:18][CH:23]=[CH:22][CH:21]=5)[OH:35])[CH2:20][CH2:19]4)[CH2:12][CH:7]([C:6]4[C:15]3=[CH:3][CH:2]=[CH:1][CH:14]=4)[C:1]=2[CH:2]=[CH:3][CH:4]=1 |f:1.2.3.4.5.6,7.8|. Procedure: A solution of ethyl 1-(9,10-dihydro-9,10-methanoanthracen-9-ylcarbonyl)-4-piperidine carboxylate (33.0g, 88.4 mmol) in tetrahydrofuran (50 mL) was added dropwise to a suspension of lithium aluminum hydride (4.70 g, 123.8 mmol) in tetrahydrofuran (70 mL) held at reflux temperature. Upon complete addition, the mixture was held at reflux for 2 h, then was cooled to 0° C. and treated sequentially with 10% aqueous sodium hydroxide (4.7 mL), water (4.7 mL) and 10% aqueous sodium hydroxide (14.1 mL). T... The reactants are O=C([O-])[O-], CC#N, OC1(c2cccc(F)c2F)CCNC1, CCI, [K+], [K+]. Yields the product CCN1CCC(O)(c2cccc(F)c2F)C1. Reaction SMILES: [C:15](=[O:16])([O-:17])[O-:18].[CH3:24][C:25]#[N:26].[F:1][c:2]1[c:3]([C:9]2([OH:14])[CH2:10][NH:11][CH2:12][CH2:13]2)[cH:4][cH:5][cH:6][c:7]1[F:8].[I:21][CH2:22][CH3:23].[K+:19].[K+:20]>>[F:1][c:2]1[c:3]([C:9]2([OH:14])[CH2:10][N:11]([CH2:22][CH3:23])[CH2:12][CH2:13]2)[cH:4][cH:5][cH:6][c:7]1[F:8]. Reactants: ClCl (chlorine), ClC1=CC=C(C=C1)C(Cl)(Cl)Cl (4-chlorobenzotrichloride), FeCl3, ClCl (chlorine), ClCl (chlorine). Run in Cl (hydrochloric acid). Reaction conditions: temperature 70 celsius, time 5 hour. Yields the product ClC=1C=C(C=CC1Cl)C(Cl)(Cl)Cl (3,4-dichlorobenzotrichloride). Isolated yield 92.0%. As a reaction SMILES: [Cl:1][C:2]1[CH:7]=[CH:6][C:5]([C:8]([Cl:11])([Cl:10])[Cl:9])=[CH:4][CH:3]=1.[Cl:12]Cl>Cl>[Cl:12][C:7]1[CH:6]=[C:5]([C:8]([Cl:9])([Cl:10])[Cl:11])[CH:4]=[CH:3][C:2]=1[Cl:1]. Procedure details: In this apparatus, a mixture of 1,725 g (7.5 moles) of 4-chlorobenzotrichloride and 12 g (0.075 mole) of FeCl3 was heated to 70° C. and circulated. The introduction of 585 g (8.25 moles) of chlorine gas was then started. (chlorine gas was fed in at a rate such that no chlorine was detectable in the exit gas.) The reaction was complete after 5 hours. 2 liters of dilute hydrochloric acid were added to the reaction mixture and the organic phase was separated off, washed twice with 2 liters of water... Yields the product N1=C(C=CC=C1)N(C(=O)C1=CC2=C(N(C(=N2)CN(C)C2=CC=C(C=C2)C(NC(=O)OCCCCCCCC)=N)C)C=C1)CCC(=O)OCC (1-Methyl-2-[N-[4-(N-n-octyloxycarbonylamidino)phenyl]-N-methylaminomethyl]benzimidazol-5-yl-carboxylic acid-N-(2-pyridyl)-N-(2-ethoxycarbonylethyl)amide). Procedure details: Prepared analogously to Example 90 from 1-methyl-2-[N-(4-amidinophenyl)-N-methylaminomethyl]benzimidazol-5-yl-carboxylic acid-N-(2-pyridyl)-N-(2-ethoxycarbonylethyl)amide hydrochloride and n-octyl chloroformate. Yield: 36% of theory, C37H47N7O5 (669.8); EKA mass spectrum: (M+H)+=670; (M+H+Na)++=346.8; (M+2H)++=335.6. Isolated yield 36.0%. Reaction SMILES: Cl.[N:2]1[CH:7]=[CH:6][CH:5]=[CH:4][C:3]=1[N:8]([CH2:33][CH2:34][C:35]([O:37][CH2:38][CH3:39])=[O:36])[C:9]([C:11]1[CH:32]=[CH:31][C:14]2[N:15]([CH3:30])[C:16]([CH2:18][N:19]([C:21]3[CH:26]=[CH:25][C:24]([C:27](=[NH:29])[NH2:28])=[CH:23][CH:22]=3)[CH3:20])=[N:17][C:13]=2[CH:12]=1)=[O:10].Cl[C:41]([O:43][CH2:44][CH2:45][CH2:46][CH2:47][CH2:48][CH2:49][CH2:50][CH3:51])=[O:42]>>[N:2]1[CH:7]=[CH:6][CH:5]=[CH:4][C:3]=1[N:8]([CH2:33][CH2:34][C:35]([O:37][CH2:38][CH3:39])=[O:36])[C:9]([C:11]1[CH:32]=[CH:31][C:14]2[N:15]([CH3:30])[C:16]([CH2:18][N:19]([C:21]3[CH:26]=[CH:25][C:24]([C:27](=[NH:28])[NH:29][C:41]([O:43][CH2:44][CH2:45][CH2:46][CH2:47][CH2:48][CH2:49][CH2:50][CH3:51])=[O:42])=[CH:23][CH:22]=3)[CH3:20])=[N:17][C:13]=2[CH:12]=1)=[O:10] |f:0.1|. Reactants: Cl.N1=C(C=CC=C1)N(C(=O)C1=CC2=C(N(C(=N2)CN(C)C2=CC=C(C=C2)C(N)=N)C)C=C1)CCC(=O)OCC (1-methyl-2-[N-(4-amidinophenyl)-N-methylaminomethyl]benzimidazol-5-yl-carboxylic acid-N-(2-pyridyl)-N-(2-ethoxycarbonylethyl)amide hydrochloride), ClC(=O)OCCCCCCCC (n-octyl chloroformate), C37H47N7O5. Reactants: BrC1=CC=C(CCOC2OCCCC2)C=C1 (2-(4-bromophenethoxy)tetrahydro-2H-pyran), N1CCCC1 (pyrrolidine), C(C)(C)(C)P(C1=C(C=CC=C1)C1=CC=CC=C1)C(C)(C)C (2-(di-t-butylphosphino)biphenyl), CC(C)([O-])C.[Na+] (sodium t-butoxide). The reagents and catalysts are C(C)(=O)[O-].[Pd+2].C(C)(=O)[O-] (palladium acetate). Solvent: O (Water), C1(=CC=CC=C1)C (toluene). Reaction conditions: temperature 70 celsius, time 12 hour. Yields the product N1(CCCC1)C1=CC=C(CCO)C=C1 (4-pyrrolidinophenethyl alcohol), solid. The yield is 87.0%. Reaction SMILES: Br[C:2]1[CH:16]=[CH:15][C:5]([CH2:6][CH2:7][O:8]C2CCCCO2)=[CH:4][CH:3]=1.[NH:17]1[CH2:21][CH2:20][CH2:19][CH2:18]1.C(P(C(C)(C)C)C1C=CC=CC=1C1C=CC=CC=1)(C)(C)C.CC(C)([O-])C.[Na+]>C1(C)C=CC=CC=1.C([O-])(=O)C.[Pd+2].C([O-])(=O)C.O>[N:17]1([C:2]2[CH:3]=[CH:4][C:5]([CH2:6][CH2:7][OH:8])=[CH:15][CH:16]=2)[CH2:21][CH2:20][CH2:19][CH2:18]1 |f:3.4,6.7.8|. Procedure: A solution of 2-(4-bromophenethoxy)tetrahydro-2H-pyran (28.01 g, 98.39 mmol) in toluene (100 ml) and pyrrolidine (9.93 ml, 119 mmol) were added to a mixture of dry palladium acetate (270 mg, 1.20 mmol), 2-(di-t-butylphosphino)biphenyl (720 mg, 2.40 mmol) and sodium t-butoxide (14.42 g, 150 mmol), and they were stirred at 70° C. for 12 hours. Water was added to the reaction mixture. After the extraction with ethyl acetate, the product was extracted from the organic layer with 1 M hydrochloric aci...